From a dataset of the Open Reaction Database (ORD), a public repository of structured organic reaction records. describe an organic reaction: reactants, conditions, products, and yield Reactants: NC1C2CC3CC1CN(C3)C2, O=C(O)c1ccc(O)cc1. Product: O=C(NC1C2CC3CC1CN(C3)C2)c1ccc(O)cc1. RXN SMILES: [N:1]12[CH2:2][CH:3]3[CH:4]([NH2:11])[CH:5]([CH2:6][CH:7]([CH2:8]1)[CH2:9]3)[CH2:10]2.[OH:12][C:13](=[O:14])[c:15]1[cH:16][cH:17][c:18]([OH:19])[cH:20][cH:21]1>>[N:1]12[CH2:2][CH:3]3[CH:4]([NH:11][C:13](=[O:12])[c:15]4[cH:16][cH:17][c:18]([OH:19])[cH:20][cH:21]4)[CH:5]([CH2:6][CH:7]([CH2:8]1)[CH2:9]3)[CH2:10]2.